Dataset: the Open Reaction Database (ORD), a public repository of structured organic reaction records. Task: describe an organic reaction: reactants, conditions, products, and yield Reactants: CC(C)C=1N=C(SC1)/C=C/C=1C=C(C=CC1)N ((E)-3-[2-[4-(1-methylethyl)-2-thiazolyl]ethenyl]benzeneamine), C1(CC=2C(C(=O)O1)=CC=CC2)=O (homophthalic anhydride). The solvent is C1(=CC=CC=C1)C (toluene). Product: CC(C)C=1N=C(SC1)/C=C/C=1C=C(C=CC1)NC(CC1=C(C(=O)O)C=CC=C1)=O ((E)-2-[2-[3-[2-[4-(1-methylethyl)-2-thiazolyl]ethenyl]phenylamino]-2-oxoethyl]benzoic acid). The yield is 85.2%. Reaction SMILES: [CH3:1][CH:2]([C:4]1[N:5]=[C:6](/[CH:9]=[CH:10]/[C:11]2[CH:12]=[C:13]([NH2:17])[CH:14]=[CH:15][CH:16]=2)[S:7][CH:8]=1)[CH3:3].[C:18]1(=[O:29])[O:24][C:22](=[O:23])[C:21]2=[CH:25][CH:26]=[CH:27][CH:28]=[C:20]2[CH2:19]1>C1(C)C=CC=CC=1>[CH3:3][CH:2]([C:4]1[N:5]=[C:6](/[CH:9]=[CH:10]/[C:11]2[CH:12]=[C:13]([NH:17][C:18](=[O:29])[CH2:19][C:20]3[CH:28]=[CH:27][CH:26]=[CH:25][C:21]=3[C:22]([OH:24])=[O:23])[CH:14]=[CH:15][CH:16]=2)[S:7][CH:8]=1)[CH3:1]. Reported procedure: A mixture of 1.2 g of (E)-3-[2-[4-(1-methylethyl)-2-thiazolyl]ethenyl]benzeneamine, 0.8 g of homophthalic anhydride and 25 ml of toluene was heated to reflux for 0.5 hr. Upon cooling to room temperature, the solid reaction product was filtered and washed with ethyl ether to yield 1.7 g of (E)-2-[2-[3-[2-[4-(1-methylethyl)-2-thiazolyl]ethenyl]phenylamino]-2-oxoethyl]benzoic acid. Recrystallization from ethyl alcohol yielded off-white solid material; m.p. 203°-204° C. Product: COC(=O)c1ccc(CCC(=O)O)c(C)c1. Reaction SMILES: [CH3:8][O:9][C:10]([c:11]1[cH:12][c:13]([CH3:26])[c:14]([CH2:17][CH2:18][C:19](=[O:20])[O:21][C:22]([CH3:23])([CH3:24])[CH3:25])[cH:15][cH:16]1)=[O:27].[Cl:28][CH2:29][Cl:30].[OH:1][C:2]([C:3]([F:4])([F:5])[F:6])=[O:7]>>[CH3:8][O:9][C:10]([c:11]1[cH:12][c:13]([CH3:26])[c:14]([CH2:17][CH2:18][C:19](=[O:20])[OH:21])[cH:15][cH:16]1)=[O:27]. Reactants: COC(=O)c1ccc(CCC(=O)OC(C)(C)C)c(C)c1, ClCCl, O=C(O)C(F)(F)F. Starting materials: [H-].[Na+] (sodium hydride), C(\C=C\C)Cl (trans-crotyl chloride), C(CC(=O)C)(=O)OC (methyl acetoacetate), C(CCC)[Li] (n-butyl lithium). Product: COC(CC(CC\C=C\C)=O)=O ((E)-3-oxo-6-octenoic acid methyl ester). RXN SMILES: [H-].[Na+].[C:3]([O:9][CH3:10])(=[O:8])[CH2:4][C:5]([CH3:7])=[O:6].[CH2:11]([Li])[CH2:12][CH2:13][CH3:14].C(Cl)/C=C/C>>[CH3:10][O:9][C:3](=[O:8])[CH2:4][C:5](=[O:6])[CH2:7][CH2:11]/[CH:12]=[CH:13]/[CH3:14] |f:0.1|. Reported procedure: In accordance with the process of Reference 1, sodium hydride (1.20 g; 50 m mol), methyl acetoacetate (5.70 g; 50 m mol), n-butyl lithium (50 m mol) and trans-crotyl chloride (4.43 g; 50 m mol) were used to obtain 3.60 g of (E)-3-oxo-6-octenoic acid methyl ester. Reactants: ClCCl, CC(C)(C)OC(=O)N1CC(=C(c2cc(F)cc(F)c2)C(C)(C)C)C1, O=C(O)C(F)(F)F. Yields the product CC(C)(C)C(=C1CNC1)c1cc(F)cc(F)c1. RXN SMILES: [Cl:32][CH2:33][Cl:34].[F:1][c:2]1[cH:3][c:4]([C:9]([C:10]([CH3:11])([CH3:12])[CH3:13])=[C:14]2[CH2:15][N:16]([C:18]([O:19][C:20]([CH3:21])([CH3:22])[CH3:23])=[O:24])[CH2:17]2)[cH:5][c:6]([F:8])[cH:7]1.[F:25][C:26]([F:27])([F:28])[C:29]([OH:30])=[O:31]>>[F:1][c:2]1[cH:3][c:4]([C:9]([C:10]([CH3:11])([CH3:12])[CH3:13])=[C:14]2[CH2:15][NH:16][CH2:17]2)[cH:5][c:6]([F:8])[cH:7]1.